Task: describe an organic reaction: reactants, conditions, products, and yield. Dataset: the Open Reaction Database (ORD), a public repository of structured organic reaction records Product: CN(C(=O)OC(C)(C)C)C1CCC(CCCCC(=O)O)CC1. Reaction SMILES: [C:1]([CH3:2])([CH3:3])([CH3:4])[O:5][C:6](=[O:7])[N:8]([CH:9]1[CH2:10][CH2:11][C:12](=[CH:15][CH2:16][CH2:17][CH2:18][C:19](=[O:20])[OH:21])[CH2:13][CH2:14]1)[CH3:22].[CH3:23][O-:24].[CH3:26][OH:27].[Na+:25]>>[C:1]([CH3:2])([CH3:3])([CH3:4])[O:5][C:6](=[O:7])[N:8]([CH:9]1[CH2:10][CH2:11][CH:12]([CH2:15][CH2:16][CH2:17][CH2:18][C:19](=[O:20])[OH:21])[CH2:13][CH2:14]1)[CH3:22]. Starting materials: CN(C(=O)OC(C)(C)C)C1CCC(=CCCCC(=O)O)CC1, C[O-], CO, [Na+]. Reactants: [Br-], C1CCOC1, C[Mg+], COc1cc(-n2cccn2)ccc1-n1cc(OC)c(=O)c(C(=O)N(C)OC)n1. The product is COc1cc(-n2cccn2)ccc1-n1cc(OC)c(=O)c(C(C)=O)n1. As a reaction SMILES: [Br-:1].[CH2:32]1[O:33][CH2:34][CH2:35][CH2:36]1.[CH3:2][Mg+:3].[CH3:4][O:5][N:6]([C:7](=[O:8])[c:9]1[n:10][n:11](-[c:18]2[c:19]([O:29][CH3:30])[cH:20][c:21](-[n:24]3[n:25][cH:26][cH:27][cH:28]3)[cH:22][cH:23]2)[cH:12][c:13]([O:16][CH3:17])[c:14]1=[O:15])[CH3:31]>>[CH3:2][C:7](=[O:8])[c:9]1[n:10][n:11](-[c:18]2[c:19]([O:29][CH3:30])[cH:20][c:21](-[n:24]3[n:25][cH:26][cH:27][cH:28]3)[cH:22][cH:23]2)[cH:12][c:13]([O:16][CH3:17])[c:14]1=[O:15]. The reactants are Cc1ccccc1, COc1ccc(C=O)c(F)c1, O, OCCO, Cc1ccc(S(=O)(=O)O)cc1. The product is COc1ccc(C2OCCO2)c(F)c1. RXN SMILES: [CH3:28][c:29]1[cH:30][cH:31][cH:32][cH:33][cH:34]1.[F:1][c:2]1[c:3]([CH:4]=[O:5])[cH:6][cH:7][c:8]([O:10][CH3:11])[cH:9]1.[OH2:16].[OH:12][CH2:13][CH2:14][OH:15].[c:17]1([CH3:18])[cH:19][cH:20][c:21]([S:22]([OH:23])(=[O:24])=[O:25])[cH:26][cH:27]1>>[F:1][c:2]1[c:3]([CH:4]2[O:5][CH2:14][CH2:13][O:12]2)[cH:6][cH:7][c:8]([O:10][CH3:11])[cH:9]1. Reactants: CN(C)C=O (DMF), S(=O)(=O)(Cl)Cl (sulfuryl chloride), C(CCC)C1=CC2=C(S1)C=CC=C2 (2-n-butylbenzo[b]thiophene). The product is C(CCC)C1=C(C2=C(S1)C=CC=C2)S(=O)(=O)Cl (2-n-Butylbenzo[b]thiophene-3-sulfonyl chloride), orange solid. Isolated yield 71.0%. Reaction SMILES: CN(C=O)C.[S:6]([Cl:10])(Cl)(=[O:8])=[O:7].[CH2:11]([C:15]1[S:19][C:18]2[CH:20]=[CH:21][CH:22]=[CH:23][C:17]=2[CH:16]=1)[CH2:12][CH2:13][CH3:14]>>[CH2:11]([C:15]1[S:19][C:18]2[CH:20]=[CH:21][CH:22]=[CH:23][C:17]=2[C:16]=1[S:6]([Cl:10])(=[O:8])=[O:7])[CH2:12][CH2:13][CH3:14]. Procedure: 2-n-Butylbenzo[b]thiophene-3-sulfonyl chloride was prepared by the method of Example 40B with DMF (6.6 mmoles, 0.51 ml), sulfuryl chloride (5.6 mmoles, 0.45 ml) and 2-n-butylbenzo[b]thiophene (3.3 mmoles, 0.63 g). Flash chromatography (2% ethyl acetate/hexanes) provided 0.68 g (71%) of an orange solid.